From a dataset of the Open Reaction Database (ORD), a public repository of structured organic reaction records. describe an organic reaction: reactants, conditions, products, and yield Starting materials: C1CCOC1, CCN, CCOC(=O)C(=O)Nc1ccc2ncc(-c3ccccc3)nc2n1. Yields the product CCNC(=O)C(=O)Nc1ccc2ncc(-c3ccccc3)nc2n1. Reaction SMILES: [CH2:28]1[O:29][CH2:30][CH2:31][CH2:32]1.[CH3:25][CH2:26][NH2:27].[c:1]1(-[c:7]2[cH:8][n:9][c:10]3[c:11]([n:12]2)[n:13][c:14]([NH:17][C:18]([C:19]([O:21][CH2:20][CH3:22])=[O:23])=[O:24])[cH:15][cH:16]3)[cH:2][cH:3][cH:4][cH:5][cH:6]1>>[c:1]1(-[c:7]2[cH:8][n:9][c:10]3[c:11]([n:12]2)[n:13][c:14]([NH:17][C:18]([C:19](=[O:21])[NH:27][CH2:26][CH3:25])=[O:24])[cH:15][cH:16]3)[cH:2][cH:3][cH:4][cH:5][cH:6]1. Reactants: C(C)OC(=O)NC1=C(C=CC=C1)[N+](=O)[O-] (N-(ethoxycarbonyl)-2-nitroaniline). Reagents/catalysts: [OH-].[OH-].[Pd+2] (palladium hydroxide/carbon). The solvent is C(C)O (ethanol). The product is C(C)OC(=O)NC1=C(N)C=CC=C1 (2-[(ethoxycarbonyl)amino]aniline). Yield: 47.9%. RXN SMILES: [CH2:1]([O:3][C:4]([NH:6][C:7]1[CH:12]=[CH:11][CH:10]=[CH:9][C:8]=1[N+:13]([O-])=O)=[O:5])[CH3:2]>C(O)C.[OH-].[OH-].[Pd+2]>[CH2:1]([O:3][C:4]([NH:6][C:7]1[CH:12]=[CH:11][CH:10]=[CH:9][C:8]=1[NH2:13])=[O:5])[CH3:2] |f:2.3.4|. Reported procedure: The solution of N-(ethoxycarbonyl)-2-nitroaniline (2.0 g, 9.5 mmol) in absolute ethanol (25 mL) was hydrogenated at atmospheric pressure in the presence of 10% palladium hydroxide/carbon catalyst (200 mg). The catalyst was filtered off using a celite pad and the filtrate was evaporated. The residue was crystallized from isopropyl ether to give 2-[(ethoxycarbonyl)amino]aniline as a colorless solid (820 mg, 64.6% ). Reactants: FC(C(=O)O)(F)F.BrC=1C=CC(=NC1)OC1=CC(=CC=C1)C=C1CCNCC1 (5-Bromo-2-(3-(piperidin-4-ylidenemethyl)phenoxy)pyridine trifluoroacetate), N1=NC(=CC=C1)NC(OCC)=O (ethyl pyridazin-3-ylcarbamate), C(C)(C)N(CC)C(C)C (diisopropylethylamine). Solvent: C(C)#N (acetonitrile). Conditions: temperature 180 celsius. The product is BrC=1C=CC(=NC1)OC=1C=C(C=C2CCN(CC2)C(=O)NC=2N=NC=CC2)C=CC1 (4-(3-(5-bromopyridin-2-yloxy)benzylidene)-N-(pyridazin-3-yl)piperidine-1-carboxamide). Isolated yield 36.0%. RXN SMILES: FC(F)(F)C(O)=O.[Br:8][C:9]1[CH:10]=[CH:11][C:12]([O:15][C:16]2[CH:21]=[CH:20][CH:19]=[C:18]([CH:22]=[C:23]3[CH2:28][CH2:27][NH:26][CH2:25][CH2:24]3)[CH:17]=2)=[N:13][CH:14]=1.[N:29]1[CH:34]=[CH:33][CH:32]=[C:31]([NH:35][C:36](=O)[O:37]CC)[N:30]=1.C(N(C(C)C)CC)(C)C>C(#N)C>[Br:8][C:9]1[CH:10]=[CH:11][C:12]([O:15][C:16]2[CH:17]=[C:18]([CH:19]=[CH:20][CH:21]=2)[CH:22]=[C:23]2[CH2:24][CH2:25][N:26]([C:36]([NH:35][C:31]3[N:30]=[N:29][CH:34]=[CH:33][CH:32]=3)=[O:37])[CH2:27][CH2:28]2)=[N:13][CH:14]=1 |f:0.1|. Procedure: 5-Bromo-2-(3-(piperidin-4-ylidenemethyl)phenoxy)pyridine trifluoroacetate (1 mmol, from Step 5), in acetonitrile (3 mL) was treated with ethyl pyridazin-3-ylcarbamate (184 mg, 1.10 mmol) and diisopropylethylamine (0.52 mL, 3.00 mmol) and was heated to 180° C. in a microwave for 40 min. The reaction mixture was concentrated and the residue was purified by flash chromatography on silica gel (0-6% ethanol (containing 11% aq NH4OH):dichloromethane) to afford a light yellow foam (168 mg, 36% yield). ... The reactants are C(CCC)NC(=O)NS(=O)(=O)C1=C(C=CC=C1)C1=CC=NO1 (N-(butylaminocarbonyl)-2-(isoxazol-5-yl)benzenesulfonamide), C1CN2CCN1CC2 (DABCO), C(=O)(Cl)Cl (phosgene). Solvent: C=1(C(=CC=CC1)C)C (xylene). Yields the product O1N=CC=C1C1=C(C=CC=C1)S(=O)(=O)N=C=O (2-(Isoxazol-5-yl)benzenesulfonyl isocyanate). As a reaction SMILES: C(N[C:6]([NH:8][S:9]([C:12]1[CH:17]=[CH:16][CH:15]=[CH:14][C:13]=1[C:18]1[O:22][N:21]=[CH:20][CH:19]=1)(=[O:11])=[O:10])=[O:7])CCC.C1N2CCN(CC2)C1.C(Cl)(Cl)=O>C1(C)C(C)=CC=CC=1>[O:22]1[C:18]([C:13]2[CH:14]=[CH:15][CH:16]=[CH:17][C:12]=2[S:9]([N:8]=[C:6]=[O:7])(=[O:11])=[O:10])=[CH:19][CH:20]=[N:21]1. Procedure: A suspension of 6 g of N-(butylaminocarbonyl)-2-(isoxazol-5-yl)benzenesulfonamide, prepared in Example 6, in 50 ml of xylene containing 0.2 g of DABCO was heated at 130°-135° C. while 1.6 ml of phosgene was added portionwise at a rate to maintain a reflux temperature of 130°-135° C. The mixture was refluxed for an additional 2 hours, cooled under nitrogen to room temperature, filtered, and the filtrate was concentrated to dryness in vacuo. A sample of the crude oily product displayed a character... Starting materials: CN(c1cc(C(=O)O)ncn1)C1CCCCC1, ClCCl, Nc1ccc(S(=O)(=O)NCC(O)CO)cc1. The product is CN(c1cc(C(=O)Nc2ccc(S(=O)(=O)NCC(O)CO)cc2)ncn1)C1CCCCC1. Reaction SMILES: [CH:1]1([N:7]([c:8]2[cH:9][c:10]([C:14](=[O:15])[OH:16])[n:11][cH:12][n:13]2)[CH3:17])[CH2:2][CH2:3][CH2:4][CH2:5][CH2:6]1.[Cl:34][CH2:35][Cl:36].[NH2:18][c:19]1[cH:20][cH:21][c:22]([S:25](=[O:26])(=[O:27])[NH:28][CH2:29][CH:30]([CH2:31][OH:32])[OH:33])[cH:23][cH:24]1>>[CH:1]1([N:7]([c:8]2[cH:9][c:10]([C:14](=[O:16])[NH:18][c:19]3[cH:20][cH:21][c:22]([S:25](=[O:26])(=[O:27])[NH:28][CH2:29][CH:30]([CH2:31][OH:32])[OH:33])[cH:23][cH:24]3)[n:11][cH:12][n:13]2)[CH3:17])[CH2:2][CH2:3][CH2:4][CH2:5][CH2:6]1. The reactants are CCOC(=O)C1CCN(c2ccc(C(=O)Nc3ccc(C)c(I)c3)cn2)CC1, CCOC(=O)C1CCN(c2ccc(C(=O)Nc3ccc(-c4ccccc4)c(C)c3)cn2)CC1, OB(O)c1ccccc1. Yields the product CCOC(=O)C1CCN(c2ccc(C(=O)Nc3ccc(C)c(-c4ccccc4)c3)cn2)CC1. Reaction SMILES: [CH2:1]([CH3:2])[O:3][C:4](=[O:5])[CH:6]1[CH2:7][CH2:8][N:9]([c:12]2[n:13][cH:14][c:15]([C:18]([NH:19][c:20]3[cH:21][c:22]([I:27])[c:23]([CH3:26])[cH:24][cH:25]3)=[O:28])[cH:16][cH:17]2)[CH2:10][CH2:11]1.[CH2:38]([O:39][C:40]([CH:41]1[CH2:42][CH2:43][N:44]([c:45]2[cH:46][cH:47][c:48]([C:49](=[O:50])[NH:51][c:52]3[cH:53][cH:54][c:55](-[c:56]4[cH:57][cH:58][cH:59][cH:60][cH:61]4)[c:62]([CH3:63])[cH:64]3)[cH:65][n:66]2)[CH2:67][CH2:68]1)=[O:69])[CH3:70].[OH:29][B:30]([OH:31])[c:32]1[cH:33][cH:34][cH:35][cH:36][cH:37]1>>[CH2:1]([CH3:2])[O:3][C:4](=[O:5])[CH:6]1[CH2:7][CH2:8][N:9]([c:12]2[n:13][cH:14][c:15]([C:18]([NH:19][c:20]3[cH:21][c:22](-[c:32]4[cH:33][cH:34][cH:35][cH:36][cH:37]4)[c:23]([CH3:26])[cH:24][cH:25]3)=[O:28])[cH:16][cH:17]2)[CH2:10][CH2:11]1. The reactants are Cl (HCl), [H-].[Na+] (NaH), OC=1C=C(C#N)C=C(C1)OC (3-hydroxy-5-(methyloxy)benzonitrile), FC1=C(C(=C(C=C1)[N+](=O)[O-])F)F (trifluoronitrobenzene). Solvent: C1CCOC1 (THF). Conditions: time 30 minute. Product: FC1=C(C(=CC=C1F)[N+](=O)[O-])OC=1C=C(C#N)C=C(C1)OC (3-[(2,3-difluoro-6-nitrophenyl)oxy]-5-(methyloxy)benzonitrile). The yield is 92.1%. Reaction SMILES: [H-].[Na+].[OH:3][C:4]1[CH:5]=[C:6]([CH:9]=[C:10]([O:12][CH3:13])[CH:11]=1)[C:7]#[N:8].[F:14][C:15]1[CH:20]=[CH:19][C:18]([N+:21]([O-:23])=[O:22])=[C:17](F)[C:16]=1[F:25].Cl>C1COCC1>[F:25][C:16]1[C:15]([F:14])=[CH:20][CH:19]=[C:18]([N+:21]([O-:23])=[O:22])[C:17]=1[O:3][C:4]1[CH:5]=[C:6]([CH:9]=[C:10]([O:12][CH3:13])[CH:11]=1)[C:7]#[N:8] |f:0.1|. Reported procedure: NaH (2.05 g, 51.2 mmol) was added portionwise to a 0° C. solution of 3-hydroxy-5-(methyloxy)benzonitrile (7.63 g, 51.2 mmol) (prepared following the procedure in Magano et al. J. Org. Chem. 2006, 71, 7103) in THF (205 ml). When addition was complete, the thick suspension was stirred at this temperature for another 30 mins, and trifluoronitrobenzene (9.51 g, 53.7 mmol) was then added. The reaction mixture was stirred at RT for 3 h, dilute HCl was added and the solution was extracted with EtOAc. T... The reactants are [Br-], CCOC(=O)CBr, O=C([O-])[O-], CCCC[N+](CCCC)(CCCC)CCCC, CC#N, [Na+], [Na+], CCCCC1(CCCC)CN(c2ccccc2)c2cc(OC)c(O)cc2S(=O)(=O)C1. Yields the product CCCCC1(CCCC)CN(c2ccccc2)c2cc(OC)c(OCC(=O)OCC)cc2S(=O)(=O)C1. Reaction SMILES: [Br-:44].[Br:1][CH2:2][C:3](=[O:4])[O:5][CH2:6][CH3:7].[C:8](=[O:9])([O-:10])[O-:11].[CH3:45][CH2:46][CH2:47][CH2:48][N+:49]([CH2:50][CH2:51][CH2:52][CH3:53])([CH2:54][CH2:55][CH2:56][CH3:57])[CH2:58][CH2:59][CH2:60][CH3:61].[CH3:62][C:63]#[N:64].[Na+:12].[Na+:13].[O:14]=[S:15]1(=[O:43])[CH2:16][C:17]([CH2:35][CH2:36][CH2:37][CH3:38])([CH2:39][CH2:40][CH2:41][CH3:42])[CH2:18][N:19]([c:29]2[cH:30][cH:31][cH:32][cH:33][cH:34]2)[c:20]2[c:21]1[cH:22][c:23]([OH:28])[c:24]([O:26][CH3:27])[cH:25]2>>[CH2:2]([C:3](=[O:4])[O:5][CH2:6][CH3:7])[O:28][c:23]1[cH:22][c:21]2[c:20]([cH:25][c:24]1[O:26][CH3:27])[N:19]([c:29]1[cH:30][cH:31][cH:32][cH:33][cH:34]1)[CH2:18][C:17]([CH2:35][CH2:36][CH2:37][CH3:38])([CH2:39][CH2:40][CH2:41][CH3:42])[CH2:16][S:15]2(=[O:14])=[O:43].